This data is from the Open Reaction Database (ORD), a public repository of structured organic reaction records. The task is: describe an organic reaction: reactants, conditions, products, and yield Reactants: C(C1=CC=CC=C1)OC1=C(C=C(C=C1C)C=1C(=NC=2C=CNC(C2C1OC)=O)OC)C (4-benzyloxy-3,5-dimethyl-phenyl-2,4-dimethoxy-6H-[1,6]naphthyridin-5-one), C(C1=CC=CC=C1)OC1=C(C=C(C=C1C)C1=NC(=C2C(=CC(=NC2=C1)OC)OC)N)C (7-(4-benzyloxy-3,5-dimethyl-phenyl)-2,4-dimethoxy-[1,6]naphthyridin-5-ylamine). The reagents and catalysts are [Pd] (palladium/carbon). Run in CN(C)C=O (DMF), CO (MeOH). Conditions: time 2 hour. Product: NC1=C2C(=CC(=NC2=CC(=N1)C1=CC(=C(C(=C1)C)O)C)OC)OC (4-(5-amino-2,4-dimethoxy-1,6-naphthyridin-7-yl)-2,6-dimethylphenol). The yield is 99.2%. As a reaction SMILES: C(OC1C(C)=CC(C2C(OC)=NC3C=CNC(=O)C=3C=2OC)=CC=1C)C1C=CC=CC=1.C([O:39][C:40]1[C:45]([CH3:46])=[CH:44][C:43]([C:47]2[CH:56]=[C:55]3[C:50]([C:51]([O:59][CH3:60])=[CH:52][C:53]([O:57][CH3:58])=[N:54]3)=[C:49]([NH2:61])[N:48]=2)=[CH:42][C:41]=1[CH3:62])C1C=CC=CC=1>CN(C=O)C.CO.[Pd]>[NH2:61][C:49]1[N:48]=[C:47]([C:43]2[CH:44]=[C:45]([CH3:46])[C:40]([OH:39])=[C:41]([CH3:62])[CH:42]=2)[CH:56]=[C:55]2[C:50]=1[C:51]([O:59][CH3:60])=[CH:52][C:53]([O:57][CH3:58])=[N:54]2. Procedure details: A mixture of malonic acid (20 g, 192 mmol), 2,4,6-trichlorophenol (72 g, 365 mmol), and phosphorus oxychloride (38 mL, 403.2 mmol) was stirred at reflux for 12 hours. The reaction mixture was cooled to 70° C. and poured into icy water. The solid was collected by filtration, washed with water, and air dried to give malonic acid bis-(2,4,6-trichloro-phenyl) ester (85 g, 95%). A solution of malonic acid bis-(2,4,6-trichloro-phenyl) ester (85 g, 184 mmol) and ethyl 3-aminocrotonate (26.08 g, 202 mmo... Starting materials: CCOC(=O)c1cnc(Br)s1, C1CNCCN1, CCO. Product: CCOC(=O)c1cnc(N2CCNCC2)s1. As a reaction SMILES: [Br:1][c:2]1[s:3][c:4]([C:7](=[O:8])[O:9][CH2:10][CH3:11])[cH:5][n:6]1.[CH2:12]1[CH2:13][NH:14][CH2:15][CH2:16][NH:17]1.[CH3:18][CH2:19][OH:20]>>[c:2]1([N:14]2[CH2:13][CH2:12][NH:17][CH2:16][CH2:15]2)[s:3][c:4]([C:7](=[O:8])[O:9][CH2:10][CH3:11])[cH:5][n:6]1. The reactants are C(C)C1=CC(=C(C=C1)C=1NC(NN1)=S)OC (5-(4-ethyl-2-methoxyphenyl)-2H-1,2,4-triazole-3(4H)-thione), Br.BrCC1=NC=CC=C1 (2-(bromomethyl)pyridine hydrobromide). Run in CCOC(=O)C (EtOAc), CCO (EtOH). Run at temperature 60 celsius. Yields the product C(C)C1=CC(=C(C=C1)C1=NC(=NN1)SCC1=NC=CC=C1)OC (2-((5-(4-ethyl-2-methoxyphenyl)-1H-1,2,4-triazol-3-ylthio)methyl)pyridine). Isolated yield 67.7%. As a reaction SMILES: [CH2:1]([C:3]1[CH:8]=[CH:7][C:6]([C:9]2[NH:10][C:11](=[S:14])[NH:12][N:13]=2)=[C:5]([O:15][CH3:16])[CH:4]=1)[CH3:2].Br.Br[CH2:19][C:20]1[CH:25]=[CH:24][CH:23]=[CH:22][N:21]=1>CCO.CCOC(C)=O>[CH2:1]([C:3]1[CH:8]=[CH:7][C:6]([C:9]2[NH:13][N:12]=[C:11]([S:14][CH2:19][C:20]3[CH:25]=[CH:24][CH:23]=[CH:22][N:21]=3)[N:10]=2)=[C:5]([O:15][CH3:16])[CH:4]=1)[CH3:2] |f:1.2|. Procedure: To a solution of 5-(4-ethyl-2-methoxyphenyl)-2H-1,2,4-triazole-3(4H)-thione (example 18a) (100 mg, 0.43 mmol) in EtOH (2 mL) was added 2-(bromomethyl)pyridine hydrobromide (129 mg, 0.51 mmol). The suspension was heated at 60° C. for 22 h. The reaction mixture was diluted with EtOAc and washed successively with water and brine, dried over MgSO4, filtered and evaporated. The residue was purified on silica gel (Eluent: 5% MeOH in DCM) to give 2-((5-(4-ethyl-2-methoxyphenyl)-1H-1,2,4-triazol-3-ylthi... Starting materials: C1(CCCC1)C[C@@H](C(=O)O)CN(OCC1=CC=CC=C1)C=O ((2R)-3-Cyclopentyl-2-({formyl[(phenylmethyl)oxy]amino}methyl)propanoic acid), C1=CC2=C(N=C1)N(N=N2)O (HOAt), C(CCl)Cl (EDC), ClC=1NC(=C(C(N1)=NN)F)NCC(C)(N1CCOCC1)C (2-chloro-5-fluoro-6-{[2-methyl-2-(4-morpholinyl)propyl]amino}-4(1H)-pyrimidinone hydrazone), CN1CCOCC1 (NMM). Run in CN(C)C=O (DMF). Run at time 8 hour. Yields the product ClC1=NC(=C(C(=N1)NNC([C@@H](CN(C=O)OCC1=CC=CC=C1)CC1CCCC1)=O)F)NCC(C)(N1CCOCC1)C ([(2R)-3-[2-(2-chloro-5-fluoro-6-{[2-methyl-2-(4-morpholinyl)propyl]amino}-4-pyrimidinyl)hydrazino]-2-(cyclopentylmethyl)-3-oxopropyl][(phenylmethyl)oxy]formamide). The yield is 35.7%. As a reaction SMILES: [CH:1]1([CH2:6][C@H:7]([CH2:11][N:12]([CH:21]=[O:22])[O:13][CH2:14][C:15]2[CH:20]=[CH:19][CH:18]=[CH:17][CH:16]=2)[C:8]([OH:10])=O)[CH2:5][CH2:4][CH2:3][CH2:2]1.[Cl:23][C:24]1[NH:25][C:26]([NH:33][CH2:34][C:35]([CH3:43])([N:37]2[CH2:42][CH2:41][O:40][CH2:39][CH2:38]2)[CH3:36])=[C:27]([F:32])[C:28](=[N:30][NH2:31])[N:29]=1.CN1CCOCC1.C1C=NC2N(O)N=NC=2C=1.C(Cl)CCl>CN(C=O)C>[Cl:23][C:24]1[N:29]=[C:28]([NH:30][NH:31][C:8](=[O:10])[C@H:7]([CH2:6][CH:1]2[CH2:2][CH2:3][CH2:4][CH2:5]2)[CH2:11][N:12]([O:13][CH2:14][C:15]2[CH:20]=[CH:19][CH:18]=[CH:17][CH:16]=2)[CH:21]=[O:22])[C:27]([F:32])=[C:26]([NH:33][CH2:34][C:35]([CH3:43])([N:37]2[CH2:42][CH2:41][O:40][CH2:39][CH2:38]2)[CH3:36])[N:25]=1. Reported procedure: (2R)-3-Cyclopentyl-2-({formyl[(phenylmethyl)oxy]amino}methyl)propanoic acid (0.238 g, 0.78 mmol), 2-chloro-5-fluoro-6-{[2-methyl-2-(4-morpholinyl)propyl]amino}-4(1H)-pyrimidinone hydrazone (0.249 g), NMM (0.26 mL, 2.35 mmol), HOAt (0.106 g, 0.78 mmol), EDC (0.150 g, 0.78 mmol) and DMF (4 mL) were combined, and the solution was stirred overnight. Purification by RP-HPLC provided [(2R)-3-[2-(2-chloro-5-fluoro-6-{[2-methyl-2-(4-morpholinyl)propyl]amino}-4-pyrimidinyl)hydrazino]-2-(cyclopentylmethyl... Starting materials: O(C1=CC=CC=C1)CC(=O)NC1C(N(C1SSC=1SC2=C(N1)C=C(C=C2)OC)C(C(=O)OCC2=CC=CC=C2)C(=C)C)=O (benzyl 2-[3-phenoxyacetamido-4-(5-methoxybenzothiazol-2-yldithio)-2-azetidinon-1-yl]-3-methyl-3-butenoate), C1(=CC=CC=C1)S(=O)(=O)C#N (benzenesulfonyl cyanide), C1(=CC=CC=C1)S(=O)[O-].[Na+] (sodium benzenesulfinate). Run in CC(=O)C (acetone). Product: O(C1=CC=CC=C1)CC(=O)NC1C(N(C1SS(=O)(=O)C1=CC=CC=C1)C(C(=O)OCC1=CC=CC=C1)C(=C)C)=O (benzyl 2-(3-phenoxyacetamido-4-benzenesulfonylthio-2-azetidinon-1-yl)-3-methyl-3butenoate). Isolated yield 93.0%. RXN SMILES: [O:1]([CH2:8][C:9]([NH:11][CH:12]1[CH:15]([S:16]SC2SC3C=CC(OC)=CC=3N=2)[N:14]([CH:29]([C:40]([CH3:42])=[CH2:41])[C:30]([O:32][CH2:33][C:34]2[CH:39]=[CH:38][CH:37]=[CH:36][CH:35]=2)=[O:31])[C:13]1=[O:43])=[O:10])[C:2]1[CH:7]=[CH:6][CH:5]=[CH:4][CH:3]=1.[C:44]1([S:50](C#N)(=[O:52])=[O:51])[CH:49]=[CH:48][CH:47]=[CH:46][CH:45]=1.C1(S([O-])=O)C=CC=CC=1.[Na+]>CC(C)=O>[O:1]([CH2:8][C:9]([NH:11][CH:12]1[CH:15]([S:16][S:50]([C:44]2[CH:45]=[CH:46][CH:47]=[CH:48][CH:49]=2)(=[O:51])=[O:52])[N:14]([CH:29]([C:40]([CH3:42])=[CH2:41])[C:30]([O:32][CH2:33][C:34]2[CH:35]=[CH:36][CH:37]=[CH:38][CH:39]=2)=[O:31])[C:13]1=[O:43])=[O:10])[C:2]1[CH:7]=[CH:6][CH:5]=[CH:4][CH:3]=1 |f:2.3|. Reported procedure: A 250 mg quantity of benzyl 2-[3-phenoxyacetamido-4-(5-methoxybenzothiazol-2-yldithio)-2-azetidinon-1-yl]-3-methyl-3-butenoate and 79 mg of benzenesulfonyl cyanide were dissolved in 2.5 ml of acetone. To the solution was added 3 mg of sodium benzenesulfinate and the mixture was reacted at room temperature for 2 hours. The same subsequent procedure as in Example 5 was followed, producing benzyl 2-(3-phenoxyacetamido-4-benzenesulfonylthio-2-azetidinon-1-yl)-3-methyl-3butenoate in a yield of 93%. T... The reactants are ClC1=C(C#N)C(=CC=C1)F (2-chloro-6-fluorobenzonitrile), S(O)(O)(=O)=O (sulphuric acid). The product is ClC1=C(C(=O)N)C(=CC=C1)F (2-chloro-6-fluorobenzamide). Reaction SMILES: [Cl:1][C:2]1[CH:9]=[CH:8][CH:7]=[C:6]([F:10])[C:3]=1[C:4]#[N:5].S(=O)(=O)(O)[OH:12]>>[Cl:1][C:2]1[CH:9]=[CH:8][CH:7]=[C:6]([F:10])[C:3]=1[C:4]([NH2:5])=[O:12]. Reported procedure: A solution of 2-chloro-6-fluorobenzonitrile (8.0 g, 51.61 mmol) in conc. sulphuric acid (50 mL) was heated at 60-70° C. for 6-7 h. The reaction mass was quenched in water and extracted with DCM. The organic layer was dried over anhydrous sodium sulphate and concentrated to afford 5.5 g of desired product. The reactants are CS(=O)(=O)OCCOC1=CC=C(C=C1)C#CC1=NC=C(C=C1)C1=CC=C(C=C1)Cl (2-{4-[5-(4-chlorophenyl)pyridin-2-ylethynyl]phenoxy}ethyl methanesulfonate), C1(CC1)CN (C-cyclopropylmethylamine). Product: ClC1=CC=C(C=C1)C=1C=CC(=NC1)C#CC1=CC=C(OCCNCC2CC2)C=C1 ((2-{4-[5-(4-chlorophenyl)pyridin-2-ylethynyl]phenoxy}ethyl)cyclopropylmethylamine). Reaction SMILES: CS(O[CH2:6][CH2:7][O:8][C:9]1[CH:14]=[CH:13][C:12]([C:15]#[C:16][C:17]2[CH:22]=[CH:21][C:20]([C:23]3[CH:28]=[CH:27][C:26]([Cl:29])=[CH:25][CH:24]=3)=[CH:19][N:18]=2)=[CH:11][CH:10]=1)(=O)=O.[CH:30]1([CH2:33][NH2:34])[CH2:32][CH2:31]1>>[Cl:29][C:26]1[CH:27]=[CH:28][C:23]([C:20]2[CH:21]=[CH:22][C:17]([C:16]#[C:15][C:12]3[CH:13]=[CH:14][C:9]([O:8][CH2:7][CH2:6][NH:34][CH2:33][CH:30]4[CH2:32][CH2:31]4)=[CH:10][CH:11]=3)=[N:18][CH:19]=2)=[CH:24][CH:25]=1. Procedure: The product was obtained analogously to Example 4.1f starting from 2-{4-[5-(4-chlorophenyl)pyridin-2-ylethynyl]phenoxy}ethyl methanesulfonate (Example 4.1e) and C-cyclopropylmethylamine. Yield: 700 mg (43% of theoretical); C25H23ClN2O (M=402.916); calc.: molpeak (M+H)+: 403/405 (Cl); found: molpeak (M+H)+: 403/405 (Cl); HPLC-MS: 5.08 minutes (method B). Reactants: N#Cc1ccc(C2=CCCc3cncn32)cc1, CCOC(C)=O, [H][H]. Yields the product N#Cc1ccc(C2CCCc3cncn32)cc1. RXN SMILES: [C:1](#[N:2])[c:3]1[cH:4][cH:5][c:6]([C:9]2=[CH:10][CH2:11][CH2:12][c:13]3[n:14]2[cH:15][n:16][cH:17]3)[cH:7][cH:8]1.[CH3:20][CH2:21][O:22][C:23](=[O:24])[CH3:25].[H:18][H:19]>>[C:1](#[N:2])[c:3]1[cH:4][cH:5][c:6]([CH:9]2[CH2:10][CH2:11][CH2:12][c:13]3[n:14]2[cH:15][n:16][cH:17]3)[cH:7][cH:8]1. The reactants are COC1=C(C=CC=C1)OC (1,2-dimethoxybenzene), [Cl-].[Cl-].[Cl-].[Al+3] (aluminiumtrichloride), [C@@H]12[C@@H](CCCC1)C(=O)OC2=O (cis-cyclohexane-1,2-dicarboxylic anhydride). The solvent is ClCCl (dichloromethane). Yields the product COC=1C=C(C(=O)[C@@H]2[C@@H](CCCC2)C(=O)O)C=CC1OC (2-(3,4-Dimethoxybenzoyl)[cis]cyclohexanecarboxylic acid). RXN SMILES: [CH3:1][O:2][C:3]1[CH:8]=[CH:7][CH:6]=[CH:5][C:4]=1[O:9][CH3:10].[Cl-].[Cl-].[Cl-].[Al+3].[C@@H:15]12[C:24](=[O:25])[O:23][C:21](=[O:22])[C@@H:16]1[CH2:17][CH2:18][CH2:19][CH2:20]2>ClCCl>[CH3:1][O:2][C:3]1[CH:8]=[C:7]([CH:6]=[CH:5][C:4]=1[O:9][CH3:10])[C:24]([C@H:15]1[CH2:20][CH2:19][CH2:18][CH2:17][C@H:16]1[C:21]([OH:23])=[O:22])=[O:25] |f:1.2.3.4|. Procedure: 0.5 mole of 1,2-dimethoxybenzene was added slowly to a suspension of 0.5 mole aluminiumtrichloride in 1 l of dichloromethane at 0° C. After complete addition, cis-cyclohexane-1,2-dicarboxylic anhydride was added to the solution. After 8 hours of reflux the solution was poured onto ice. The organic layer was dried over magnesium sulfate and evaporated. The residue was washed with diethyl ether and dried. M.p. 171°-175° C.